From a dataset of the Open Reaction Database (ORD), a public repository of structured organic reaction records. describe an organic reaction: reactants, conditions, products, and yield The reactants are ClC1=C(C=C(C(=O)OC)C=C1)C#N (Methyl 4-chloro-3-cyanobenzoate), O.[OH-].[Li+] (lithium hydroxide hydrate), O (water). Run in O1CCCC1 (tetrahydrofuran). Reaction conditions: time 2 hour. Product: ClC1=C(C=C(C(=O)O)C=C1)C#N (4-Chloro-3-cyanobenzoic acid). RXN SMILES: [Cl:1][C:2]1[CH:11]=[CH:10][C:5]([C:6]([O:8]C)=[O:7])=[CH:4][C:3]=1[C:12]#[N:13].O.[OH-].[Li+].O>O1CCCC1>[Cl:1][C:2]1[CH:11]=[CH:10][C:5]([C:6]([OH:8])=[O:7])=[CH:4][C:3]=1[C:12]#[N:13] |f:1.2.3|. Reported procedure: A solution of the product from step (i) (1.5 g) and lithium hydroxide hydrate (0.84 g) in a mixture of (1:1)water and tetrahydrofuran (40 ml) was stirred at room temperature for 2 h. The tetrahydrofuran was removed under reduced pressure and the residue partitioned between diethyl ether and water. The aqueous layer was acidified with 2M hydrochloric acid then extracted with ethyl acetate. The organic layer was dried and evaporated under reduced pressure. Yield 1.3 g. Starting materials: OC(C[C@@]1(CCN(C(O1)=O)[C@@H](C)C1=CC=C(C=C1)B1OC(C(O1)(C)C)(C)C)C1=CC=CC=C1)(C)C ((S)-6-(2-hydroxy-2-methyl-propyl)-6-phenyl-3-{(S)-1-[4-(4,4,5,5-tetramethyl-[1,3,2]dioxaborolan-2-yl)-phenyl]-ethyl}-[1,3]oxazinan-2-one), BrC1=CC=2N(C=C1)N=CN2 (7-bromo-[1,2,4]triazolo[1,5-a]pyridine). Product: OC(C[C@@]1(CCN(C(O1)=O)[C@@H](C)C1=CC=C(C=C1)C1=CC=2N(C=C1)N=CN2)C2=CC=CC=C2)(C)C ((S)-6-(2-Hydroxy-2-methyl-propyl)-6-phenyl-3-[(S)-1-(4-[1,2,4]triazolo[1,5-a]pyridin-7-yl-phenyl)-ethyl]-[1,3]oxazinan-2-one). Isolated yield 68.0%. As a reaction SMILES: [OH:1][C:2]([CH3:35])([CH3:34])[CH2:3][C@@:4]1([C:28]2[CH:33]=[CH:32][CH:31]=[CH:30][CH:29]=2)[O:9][C:8](=[O:10])[N:7]([C@H:11]([C:13]2[CH:18]=[CH:17][C:16](B3OC(C)(C)C(C)(C)O3)=[CH:15][CH:14]=2)[CH3:12])[CH2:6][CH2:5]1.Br[C:37]1[CH:42]=[CH:41][N:40]2[N:43]=[CH:44][N:45]=[C:39]2[CH:38]=1>>[OH:1][C:2]([CH3:34])([CH3:35])[CH2:3][C@@:4]1([C:28]2[CH:33]=[CH:32][CH:31]=[CH:30][CH:29]=2)[O:9][C:8](=[O:10])[N:7]([C@H:11]([C:13]2[CH:14]=[CH:15][C:16]([C:37]3[CH:42]=[CH:41][N:40]4[N:43]=[CH:44][N:45]=[C:39]4[CH:38]=3)=[CH:17][CH:18]=2)[CH3:12])[CH2:6][CH2:5]1. Procedure: The title compound was prepared from (S)-6-(2-hydroxy-2-methyl-propyl)-6-phenyl-3-{(S)-1-[4-(4,4,5,5-tetramethyl-[1,3,2]dioxaborolan-2-yl)-phenyl]-ethyl}-[1,3]oxazinan-2-one and 7-bromo-[1,2,4]triazolo[1,5-a]pyridine following a procedure analogous to that described in EXAMPLE 7. Yield: 68% of theory; Mass spectrum (ESI+): m/z=471 [M+H]+; 1H NMR (400 MHz, DMSO-d6) δ 0.82 (s, 3H), 1.19 (s, 3H), 1.49 (d, J=7.1 Hz, 3H), 2.03 (s, 2H), 2.14-2.23 (m, 1H), 2.39-ca. 2.55 (m, 2H) superimposed on DMSO-d5,... Reactants: Cc1cc(CC(OC(=O)N2CCC(N3CCc4ccccc4NC3=O)CC2)C(=O)O)cc2nc(N(C)C)[nH]c12, C1CN(C2CCOCC2)CCN1. The product is Cc1cc(CC(OC(=O)N2CCC(N3CCc4ccccc4NC3=O)CC2)C(=O)N2CCN(C3CCOCC3)CC2)cc2nc(N(C)C)[nH]c12. RXN SMILES: [O:1]=[C:2]1[NH:3][c:4]2[c:5]([cH:36][cH:37][cH:38][cH:39]2)[CH2:6][CH2:7][N:8]1[CH:9]1[CH2:10][CH2:11][N:12]([C:15](=[O:16])[O:17][CH:18]([CH2:19][c:20]2[cH:21][c:22]3[c:23]([nH:24][c:25]([N:27]([CH3:28])[CH3:29])[n:26]3)[c:30]([CH3:32])[cH:31]2)[C:33](=[O:34])[OH:35])[CH2:13][CH2:14]1.[O:40]1[CH2:41][CH2:42][CH:43]([N:46]2[CH2:47][CH2:48][NH:49][CH2:50][CH2:51]2)[CH2:44][CH2:45]1>>[O:1]=[C:2]1[NH:3][c:4]2[c:5]([cH:36][cH:37][cH:38][cH:39]2)[CH2:6][CH2:7][N:8]1[CH:9]1[CH2:10][CH2:11][N:12]([C:15](=[O:16])[O:17][CH:18]([CH2:19][c:20]2[cH:21][c:22]3[c:23]([nH:24][c:25]([N:27]([CH3:28])[CH3:29])[n:26]3)[c:30]([CH3:32])[cH:31]2)[C:33](=[O:35])[N:49]2[CH2:48][CH2:47][N:46]([CH:43]3[CH2:42][CH2:41][O:40][CH2:45][CH2:44]3)[CH2:51][CH2:50]2)[CH2:13][CH2:14]1. The reactants are C(CCC)OC(=O)C=1N=C(C2=CC=CC=C2C1O)Cl (1-chloro-4-hydroxy-isoquinoline-3-carboxylic acid butyl ester), CN(CCN)C (N,N-dimethyl-ethane-1,2-diamine). Yield: 98.7%. The solvent is C(C)O (ethanol). Procedure details: A mixture of 28 mg (0.1 mmol) of 1-chloro-4-hydroxy-isoquinoline-3-carboxylic acid butyl ester from example A-1 c), 116 μl (1 mmol) of N,N-dimethyl-ethane-1,2-diamine and 0.5 ml of absolute ethanol was stirred at ambient temperature for 18 h. Then the solvent was evaporated in vacuo, the residue suspended in 5 ml of water, and mixture was extracted with 2×35 ml of ethyl acetate. The combined organic phases were dried over sodium sulfate and evaporated in vacuo to give a yellowish solid. 29 mg of... Reaction SMILES: C(O[C:6]([C:8]1[N:9]=[C:10]([Cl:19])[C:11]2[C:16]([C:17]=1[OH:18])=[CH:15][CH:14]=[CH:13][CH:12]=2)=[O:7])CCC.[CH3:20][N:21]([CH3:25])[CH2:22][CH2:23][NH2:24]>C(O)C>[CH3:20][N:21]([CH3:25])[CH2:22][CH2:23][NH:24][C:6]([C:8]1[N:9]=[C:10]([Cl:19])[C:11]2[C:16]([C:17]=1[OH:18])=[CH:15][CH:14]=[CH:13][CH:12]=2)=[O:7]. Yields the product CN(CCNC(=O)C=1N=C(C2=CC=CC=C2C1O)Cl)C (1-Chloro-4-hydroxy-isoquinoline-3-carboxylic acid (2-dimethylamino-ethyl)-amide). Reaction conditions: time 18 hour. Reported procedure: In the same way as above, ethyl-indene-2-carboxylate was reacted with hydrazine and phosgene to give 2-(2-oxo-3H-1,3,4-oxadiazole-5-yl)indene. The reactants are C(C)OC(=O)C=1CC2=CC=CC=C2C1 (ethyl-indene-2-carboxylate), NN (hydrazine), C(=O)(Cl)Cl (phosgene). RXN SMILES: [CH2:1]([O:3][C:4]([C:6]1[CH2:7][C:8]2[C:13]([CH:14]=1)=[CH:12][CH:11]=[CH:10][CH:9]=2)=O)C.[NH2:15][NH2:16].C(Cl)(Cl)=[O:18]>>[O:18]=[C:1]1[NH:16][N:15]=[C:4]([C:6]2[CH2:7][C:8]3[C:13]([CH:14]=2)=[CH:12][CH:11]=[CH:10][CH:9]=3)[O:3]1. Product: O=C1OC(=NN1)C=1CC2=CC=CC=C2C1 (2-(2-oxo-3H-1,3,4-oxadiazole-5-yl)indene). Reactants: COC(C(=CC(N(OC)CC1=CC=C(C=C1)Cl)=O)O)=O (3-[(4-Chlorobenzyl)-methoxy-carbamoyl]-2-hydroxy-acrylic acid methyl ester), COC(C(=CC(N(OC)CC1=CC=C(C=C1)Cl)=O)O)=O (3-[(4-Chlorobenzyl)-methoxy-carbamoyl]-2-hydroxy-acrylic acid methyl ester), C=O (paraformaldehyde), CN (methylamine), ClC=1C=C(CN(C(=O)C=2CN(C(C2O)=O)C)C)C=CC1Cl (4-Hydroxy-1-methyl-5-oxo-2,5-dihydro-1H-pyrrole-3-carboxylic acid (3,4-dichloro-benzyl)-methyl amide). The product is ClC1=CC=C(CN(C(=O)C=2CN(C(C2O)=O)C)OC)C=C1 (4-Hydroxy-1-methyl-5-oxo-2,5-dihydro-1H-pyrrole-3-carboxylic acid (4-chloro-benzyl)-methoxy-amide). Isolated yield 69.0%. As a reaction SMILES: CO[C:3](=[O:20])[C:4]([OH:19])=[CH:5][C:6](=[O:18])[N:7]([CH2:10][C:11]1[CH:16]=[CH:15][C:14]([Cl:17])=[CH:13][CH:12]=1)[O:8][CH3:9].C=O.CN.ClC1C=C(C=CC=1Cl)[CH2:29][N:30](C)[C:31](C1CN(C)C(=O)C=1O)=O>>[Cl:17][C:14]1[CH:13]=[CH:12][C:11]([CH2:10][N:7]([O:8][CH3:9])[C:6]([C:5]2[CH2:29][N:30]([CH3:31])[C:3](=[O:20])[C:4]=2[OH:19])=[O:18])=[CH:16][CH:15]=1. Procedure details: 3-[(4-Chlorobenzyl)-methoxy-carbamoyl]-2-hydroxy-acrylic acid methyl ester (Compound 51-B) was treated with paraformaldehyde and methylamine as described in the preparation of Compound 12 to give the title compound as a white solid (69% yield); mp 165° C. dec. 1HNMR 400 MHz (CDCl3) δ (ppm): 3.10 (3H, s, NCH3), 3.72 (3H, s, OCH3), 4.15 (2H, s, NCH2), 4.84 (2H, s, NCH2), 7.25–7.34 (4H, m, aromatics). Anal. calcd for C14H15ClN2O4: C, 54.11; H, 4.87; N, 9.02. Found: C, 53.88; H, 4.71; N, 8.78.